This data is from the Open Reaction Database (ORD), a public repository of structured organic reaction records. The task is: describe an organic reaction: reactants, conditions, products, and yield Run in C(C)(=O)OCC (ethyl acetate), C(C)(=O)OCC (ethyl acetate). Reaction SMILES: [CH3:1][O:2][Si:3]([CH2:8][CH2:9][CH2:10][N:11]([CH3:13])[CH3:12])([O:6][CH3:7])[O:4][CH3:5].[F:14][C:15]([F:22])([F:21])[S:16]([O:19]C)(=[O:18])=[O:17]>C(OCC)(=O)C>[F:14][C:15]([F:22])([F:21])[S:16]([O-:19])(=[O:18])=[O:17].[CH3:1][O:2][Si:3]([CH2:8][CH2:9][CH2:10][N+:11]([CH3:15])([CH3:13])[CH3:12])([O:4][CH3:5])[O:6][CH3:7] |f:3.4|. Reactants: FC(S(=O)(=O)OC)(F)F (methyl trifluoromethanesulfonate), CO[Si](OC)(OC)CCCN(C)C (trimethoxysilylpropyldimethylamine). Product: FC(S(=O)(=O)[O-])(F)F.CO[Si](OC)(OC)CCC[N+](C)(C)C (trimethoxysilylpropyltrimethylammonium trifluoromethanesulfonate). Reported procedure: 5.0 g of trimethoxysilylpropyldimethylamine and 18 g of ethyl acetate were charged into a 100 mL flask to be dissolved. While stirring the resultant mixed solution with a magnetic stirrer, to the mixed solution, a solution in which 5.9 g of methyl trifluoromethanesulfonate was dissolved in 24 g of ethyl acetate was gradually added at room temperature in a nitrogen atmosphere. The reaction mixture was refluxed over 3 days and therefrom, ethyl acetate was distilled off under reduced pressure. The ... Reactants: allyl, C(C=C)OC=1C=C(C(=O)N[C@H]([C@H](C[C@@H](C)C(NCCC(C)(C)C)=O)O)CC2=CC=CC=C2)C=C(C1)N1C(CCC1)=O (3-Allyloxy-N-[(1S,2S,4R)-1-benzyl-4-(3,3-dimethylbutylcarbamoyl)-2-hydroxypentyl]-5-(2-oxopyrrolidin-1-yl)-benzamide). The reagents and catalysts are S(=O)(=O)([O-])[O-].[Ba+2].[Pd+2].S(=O)(=O)([O-])[O-] (palladium-barium sulfate). Run in CO (methanol). Product: C(C1=CC=CC=C1)[C@@H]([C@H](C[C@@H](C)C(NCCC(C)(C)C)=O)O)NC(C1=CC(=CC(=C1)OCCC)N1C(CCC1)=O)=O (N-[(1S,2S,4R)-1-Benzyl-4-(3,3-dimethylbutylcarbamoyl)-2-hydroxypentyl]-3-(2-oxopyrrolidin-1-yl)-5-propoxybenzamide). As a reaction SMILES: [CH2:1]([O:4][C:5]1[CH:6]=[C:7]([CH:33]=[C:34]([N:36]2[CH2:40][CH2:39][CH2:38][C:37]2=[O:41])[CH:35]=1)[C:8]([NH:10][C@@H:11]([CH2:26][C:27]1[CH:32]=[CH:31][CH:30]=[CH:29][CH:28]=1)[C@@H:12]([OH:25])[CH2:13][C@H:14]([C:16](=[O:24])[NH:17][CH2:18][CH2:19][C:20]([CH3:23])([CH3:22])[CH3:21])[CH3:15])=[O:9])[CH:2]=[CH2:3]>CO.S([O-])([O-])(=O)=O.[Ba+2].[Pd+2].S([O-])([O-])(=O)=O>[CH2:26]([C@H:11]([NH:10][C:8](=[O:9])[C:7]1[CH:6]=[C:5]([O:4][CH2:1][CH2:2][CH3:3])[CH:35]=[C:34]([N:36]2[CH2:40][CH2:39][CH2:38][C:37]2=[O:41])[CH:33]=1)[C@@H:12]([OH:25])[CH2:13][C@H:14]([C:16](=[O:24])[NH:17][CH2:18][CH2:19][C:20]([CH3:22])([CH3:23])[CH3:21])[CH3:15])[C:27]1[CH:32]=[CH:31][CH:30]=[CH:29][CH:28]=1 |f:2.3.4.5|. Procedure: The allyl compound of E3 (0.042 g) was hydrogenated in methanol (5 ml) in the presence of 5% palladium-barium sulfate (0.020 g) for 3 hrs. The mixture was filtered through celite and evaporated to give the title compound.